From a dataset of the Open Reaction Database (ORD), a public repository of structured organic reaction records. describe an organic reaction: reactants, conditions, products, and yield The reactants are C(#N)N(CCC1=CC=C(OC(C(=O)OCC)(C)C)C=C1)CC1=CC=C(C=C1)C=1N=C(OC1)C1CC1 (ethyl 2-[4-(2-{cyano[4-(2-cyclopropyl-1,3-oxazol-4-yl)benzyl]amino}ethyl)phenoxy]-2-methylpropanoate), Cl.NO (hydroxylamine hydrochloride), C(C)(=O)[O-].[Na+] (sodium acetate). Solvent: CN(C)C=O (DMF). Reaction conditions: time 12 hour. Yields the product N\C(=N/O)\N(CCC1=CC=C(OC(C(=O)OCC)(C)C)C=C1)CC1=CC=C(C=C1)C=1N=C(OC1)C1CC1 (ethyl 2-[4-(2-{[(E)-amino(hydroxyimino)methyl][4-(2-cyclopropyl-1,3-oxazol-4-yl)benzyl]amino}ethyl)phenoxy]-2-methylpropanoate). Yield: 113.5%. Reaction SMILES: [C:1]([N:3]([CH2:21][C:22]1[CH:27]=[CH:26][C:25]([C:28]2[N:29]=[C:30]([CH:33]3[CH2:35][CH2:34]3)[O:31][CH:32]=2)=[CH:24][CH:23]=1)[CH2:4][CH2:5][C:6]1[CH:20]=[CH:19][C:9]([O:10][C:11]([CH3:18])([CH3:17])[C:12]([O:14][CH2:15][CH3:16])=[O:13])=[CH:8][CH:7]=1)#[N:2].Cl.[NH2:37][OH:38].C([O-])(=O)C.[Na+]>CN(C=O)C>[NH2:2]/[C:1](/[N:3]([CH2:21][C:22]1[CH:27]=[CH:26][C:25]([C:28]2[N:29]=[C:30]([CH:33]3[CH2:34][CH2:35]3)[O:31][CH:32]=2)=[CH:24][CH:23]=1)[CH2:4][CH2:5][C:6]1[CH:20]=[CH:19][C:9]([O:10][C:11]([CH3:17])([CH3:18])[C:12]([O:14][CH2:15][CH3:16])=[O:13])=[CH:8][CH:7]=1)=[N:37]\[OH:38] |f:1.2,3.4|. Reported procedure: To a solution of ethyl 2-[4-(2-{cyano[4-(2-cyclopropyl-1,3-oxazol-4-yl)benzyl]amino}ethyl)phenoxy]-2-methylpropanoate (0.38 g, 0.80 mmol) in DMF (2 ml) was added hydroxylamine hydrochloride (0.20 g, 2.94 mmol) followed by sodium acetate (2.88 g, 3.59 mmol). The mixture was stirred at rt for 12 h. The reaction mixture was partitioned between EtOAc and water. The aqueous phase was extracted with EtOAc (2×20 ml). The combined organic phases were washed with brine, dried with MgSO4, and concentrated...